The task is: describe an organic reaction: reactants, conditions, products, and yield. This data is from the Open Reaction Database (ORD), a public repository of structured organic reaction records. Reactants: O=C(CC1=[N+](C=CC=C1)[O-])C1=CC=CC=C1 (2-(2-Oxo-2-phenylethyl)-pyridine N-oxide), Cl (HCl), C(C)(=O)[O-].[NH4+] (ammonium acetate), C(#N)[BH3-].[Na+] (sodium cyanoborohydride). Run in CO (methanol). Conditions: time 3 day. The product is C1(=CC=CC=C1)C(CC=1[N+](=CC=CC1)[O-])N (α-Phenyl-2-pyridineethanamine 1-oxide). Isolated yield 44.0%. Reaction SMILES: O=[C:2]([C:11]1[CH:16]=[CH:15][CH:14]=[CH:13][CH:12]=1)[CH2:3][C:4]1[CH:9]=[CH:8][CH:7]=[CH:6][N+:5]=1[O-:10].C([O-])(=O)C.[NH4+].C([BH3-])#[N:23].[Na+].Cl>CO>[C:11]1([CH:2]([NH2:23])[CH2:3][C:4]2[N+:5]([O-:10])=[CH:6][CH:7]=[CH:8][CH:9]=2)[CH:16]=[CH:15][CH:14]=[CH:13][CH:12]=1 |f:1.2,3.4|. Procedure details: The ketone (10.72 g, 0.05 mol) prepared in step (a) above was combined with ammonium acetate (38.73 g, 0.5 mol), sodium cyanoborohydride (2.22 g, 0.035 mol) and absolute methanol (200 ml) and stirred at room temperature for 3 days. The mixture was acidified to pH 1 with concentrated HCl, then the methanol was evaporated. The residue was partitioned between water and chloroform and the aqueous layer was separated and basified with solid KOH. The precipitate was extracted into chloroform and the c... Reactants: C(C1=CC=CC=C1)OC1=C(C=C(C=C1)OC1=C(C=C(C=C1C)[N+](=O)[O-])C)S(=O)(=O)NCC(C)(C)C (2-benzyloxy-5-(2,6-dimethyl-4-nitrophenoxy)-N-(2,2-dimethylpropyl)benzenesulfonamide). Reagents/catalysts: [Pd] (palladium on activated carbon). Solvent: C1CCOC1 (THF). Run at time 8 hour. Yields the product NC1=CC(=C(OC=2C=CC(=C(C2)S(=O)(=O)NCC(C)(C)C)O)C(=C1)C)C (5-(4-amino-2,6-dimethyl-phenoxy)-2-hydroxy-N-(2,2-dimethylpropyl)benzenesulfonamide). RXN SMILES: C([O:8][C:9]1[CH:14]=[CH:13][C:12]([O:15][C:16]2[C:21]([CH3:22])=[CH:20][C:19]([N+:23]([O-])=O)=[CH:18][C:17]=2[CH3:26])=[CH:11][C:10]=1[S:27]([NH:30][CH2:31][C:32]([CH3:35])([CH3:34])[CH3:33])(=[O:29])=[O:28])C1C=CC=CC=1>[Pd].C1COCC1>[NH2:23][C:19]1[CH:20]=[C:21]([CH3:22])[C:16]([O:15][C:12]2[CH:13]=[CH:14][C:9]([OH:8])=[C:10]([S:27]([NH:30][CH2:31][C:32]([CH3:35])([CH3:34])[CH3:33])(=[O:29])=[O:28])[CH:11]=2)=[C:17]([CH3:26])[CH:18]=1. Procedure: A mixture of the title F compound, 2-benzyloxy-5-(2,6-dimethyl-4-nitrophenoxy)-N-(2,2-dimethylpropyl)benzenesulfonamide (1.22 g, 2.45 mmol) and palladium on activated carbon (10 wt. %; 250 mg) in 40 mL of THF is stirred under hydrogen atmosphere (H2, 1 atm) for 8 h. The catalyst is removed by vacuum filtration through celite, washed with THF and the combined filtrate and washings are concentrated. The residue is suspended in CH2Cl2 and the product is collected by vacuum filtration, washed with C... Reactants: C1(=CC=CC=C1)N(C(=O)C1=CC2=C(N(C(=N2)CNC2=C(C=C(C=C2)C#N)OC)C)C=C1)CCC(=O)OCC (1-methyl-2-[N-(4-cyano-2-methoxyphenyl)aminomethyl]benzimidazol-5-yl-carboxylic acid-N-phenyl-N-(2-ethoxycarbonylethyl)amide), Cl (hydrochloric acid), C(C)O (ethanol), C([O-])([O-])=O.[NH4+].[NH4+] (ammonium carbonate), C29H32N6O4. The solvent is ClCCl.C(C)O (dichloromethane ethanol). Product: Cl.C1(=CC=CC=C1)N(C(=O)C1=CC2=C(N(C(=N2)CNC2=C(C=C(C=C2)C(N)=N)OC)C)C=C1)CCC(=O)OCC (1-Methyl-2-[-(4-amidino-2-methoxyphenyl)aminomethyl]benzimidazol-5-yl-carboxylic acid-N-phenyl-N-(2-ethoxycarbonylethyl)amide hydrochloride). Isolated yield 89.0%. As a reaction SMILES: [C:1]1([N:7]([CH2:32][CH2:33][C:34]([O:36][CH2:37][CH3:38])=[O:35])[C:8]([C:10]2[CH:31]=[CH:30][C:13]3[N:14]([CH3:29])[C:15]([CH2:17][NH:18][C:19]4[CH:24]=[CH:23][C:22]([C:25]#[N:26])=[CH:21][C:20]=4[O:27][CH3:28])=[N:16][C:12]=3[CH:11]=2)=[O:9])[CH:6]=[CH:5][CH:4]=[CH:3][CH:2]=1.[ClH:39].C(O)C.C(=O)([O-])[O-].[NH4+:47].[NH4+]>ClCCl.C(O)C>[ClH:39].[C:1]1([N:7]([CH2:32][CH2:33][C:34]([O:36][CH2:37][CH3:38])=[O:35])[C:8]([C:10]2[CH:31]=[CH:30][C:13]3[N:14]([CH3:29])[C:15]([CH2:17][NH:18][C:19]4[CH:24]=[CH:23][C:22]([C:25](=[NH:47])[NH2:26])=[CH:21][C:20]=4[O:27][CH3:28])=[N:16][C:12]=3[CH:11]=2)=[O:9])[CH:2]=[CH:3][CH:4]=[CH:5][CH:6]=1 |f:3.4.5,6.7,8.9|. Procedure: Prepared analogously to Example 25d from 1-methyl-2-[N-(4-cyano-2-methoxyphenyl)aminomethyl]benzimidazol-5-yl-carboxylic acid-N-phenyl-N-(2-ethoxycarbonylethyl)amide and ethanolic hydrochloric acid, ethanol, and ammonium carbonate. Yield: 89% of theory, C29H32N6O4 (528.6); Rf value: 0.13 (silica gel; dichloromethane/ethanol=4:1); EKA mass spectrum: (M+H)+=529; (M+H+Na)++=276; (M+2H)++=265. The reactants are COC(=O)CC(=O)OC, CC(C)(C)O, CC1(C)C=CC(=O)C1. Yields the product COC(=O)C(C(=O)OC)C1CC(=O)CC1(C)C. RXN SMILES: [C:9]([CH2:10][C:11](=[O:12])[O:13][CH3:14])(=[O:15])[O:16][CH3:17].[CH3:18][C:19]([OH:20])([CH3:21])[CH3:22].[CH3:1][C:2]1([CH3:8])[CH:3]=[CH:4][C:5](=[O:7])[CH2:6]1>>[CH3:1][C:2]1([CH3:8])[CH:3]([CH:10]([C:9](=[O:15])[O:16][CH3:17])[C:11](=[O:12])[O:13][CH3:14])[CH2:4][C:5](=[O:7])[CH2:6]1. Solvent: C1CCOC1 (THF), CO (MeOH). Reactants: C(C)OC(=O)C1=CN=C(S1)NC1=CC=C(C=C1)Cl (2-(4-Chloro-phenylamino)-thiazole-5-carboxylic acid ethyl ester), [OH-].[K+] (KOH). As a reaction SMILES: C([O:3][C:4]([C:6]1[S:10][C:9]([NH:11][C:12]2[CH:17]=[CH:16][C:15]([Cl:18])=[CH:14][CH:13]=2)=[N:8][CH:7]=1)=[O:5])C.[OH-].[K+]>C1COCC1.CO>[Cl:18][C:15]1[CH:14]=[CH:13][C:12]([NH:11][C:9]2[S:10][C:6]([C:4]([OH:5])=[O:3])=[CH:7][N:8]=2)=[CH:17][CH:16]=1 |f:1.2|. Run at temperature 50 celsius. Product: ClC1=CC=C(C=C1)NC=1SC(=CN1)C(=O)O (2-(4-Chloro-phenylamino)-thiazole-5-carboxylic acid). Procedure details: A mixture of 3.0 g (11.1 mmol) 2-(4-Chloro-phenylamino)-thiazole-5-carboxylic acid ethyl ester and 6.7 ml 5M KOH in 50 ml THF and 10 ml MeOH was heated to 50° C. for 4 h and subsequently concentrated. The residue was taken up in water, acidified with acetic acid and extracted with ethyl acetat. The combined organic layers were washed with water, dried with MgSO4 and evaporated. The residue was recrystallised from ethyl acetate to obrain 2.0 g (70%) of the title compound as white crystals. (m/e):... Run at time 1 hour. Run in O1CCCC1 (tetrahydrofuran), O1CCCC1 (tetrahydrofuran), O (water), O (water). Reaction SMILES: C([Li])CCC.[CH3:6][O:7][CH2:8][N:9]1[CH:13]=[CH:12][N:11]=[CH:10]1.CN(C)CCN(C)C.[Cl:22][C:23]1[CH:37]=[C:36]([Cl:38])[CH:35]=[CH:34][C:24]=1[C:25]([C:27]1[CH:32]=[CH:31][C:30]([F:33])=[CH:29][CH:28]=1)=[O:26]>O1CCCC1.O>[Cl:22][C:23]1[CH:37]=[C:36]([Cl:38])[CH:35]=[CH:34][C:24]=1[C:25]([C:27]1[CH:32]=[CH:31][C:30]([F:33])=[CH:29][CH:28]=1)([C:10]1[N:9]([CH2:8][O:7][CH3:6])[CH:13]=[CH:12][N:11]=1)[OH:26]. Reported procedure: At -60° C. and under a nitrogen atmosphere, 44 ml. (0.072 mol) of n-butyl lithium (15% solution in n-hexane) was added dropwise under stirring to a solution of 7.8 g (0.07 mol) of 1-(methoxymethyl)imidazole and 8.1 g (0.072 mol) of N,N,N',N'-tetramethylethylenediamine in 100 ml of anhydrous tetrahydrofuran. The mixture was stirred for one hour and then 18.9 g (0.070 mol) of 2,4-dichloro-4'-fluorobenzophenone in 100 ml of anhydrous tetrahydrofuran were added at -60° C. The solution was stirred fo... Starting materials: COCN1C=NC=C1 (1-(methoxymethyl)imidazole), CN(CCN(C)C)C (N,N,N',N'-tetramethylethylenediamine), ClC1=C(C(=O)C2=CC=C(C=C2)F)C=CC(=C1)Cl (2,4-dichloro-4'-fluorobenzophenone), C(CCC)[Li] (n-butyl lithium). Yields the product ClC1=C(C=CC(=C1)Cl)C(O)(C=1N(C=CN1)COC)C1=CC=C(C=C1)F (α-(2,4-Dichlorophenyl)-α-(p-fluorophenyl)-1-(methoxymethyl)imidazole-2-methanol). Reactants: O=C(OCc1ccccc1)c1ccc(C#Cc2ccccc2)cc1OCc1ccccc1, [Na+], C1COCCO1, [OH-]. Product: O=C(O)c1ccc(C#Cc2ccccc2)cc1OCc1ccccc1. RXN SMILES: [CH2:1]([c:2]1[cH:3][cH:4][cH:5][cH:6][cH:7]1)[O:8][c:9]1[c:10]([C:11](=[O:12])[O:13][CH2:14][c:15]2[cH:16][cH:17][cH:18][cH:19][cH:20]2)[cH:21][cH:22][c:23]([C:25]#[C:26][c:27]2[cH:28][cH:29][cH:30][cH:31][cH:32]2)[cH:24]1.[Na+:34].[O:35]1[CH2:36][CH2:37][O:38][CH2:39][CH2:40]1.[OH-:33]>>[CH2:1]([c:2]1[cH:3][cH:4][cH:5][cH:6][cH:7]1)[O:8][c:9]1[c:10]([C:11](=[O:12])[OH:13])[cH:21][cH:22][c:23]([C:25]#[C:26][c:27]2[cH:28][cH:29][cH:30][cH:31][cH:32]2)[cH:24]1.